From a dataset of the Open Reaction Database (ORD), a public repository of structured organic reaction records. describe an organic reaction: reactants, conditions, products, and yield Reactants: BrCCC1=C2C(C(=O)NC2=O)=CC=C1 (2-bromoethyl-phthalimide), C(C1=CC=CC=C1)ON (O-benzylhydroxylamine), C(C)(=O)OCC (Ethyl acetate). Run at time 8 hour. The product is C(C1=CC=CC=C1)ONCCN1C(C=2C(C1=O)=CC=CC2)=O (N-{2-[(benzyloxy)amino]ethyl}phthalimide). Reaction SMILES: BrCC[C:4]1[CH:14]=[CH:13][CH:12]=[C:6]2[C:7]([NH:9][C:10](=[O:11])[C:5]=12)=[O:8].[CH2:15]([O:22][NH2:23])[C:16]1[CH:21]=[CH:20][CH:19]=[CH:18][CH:17]=1.[C:24](OCC)(=O)[CH3:25]>>[CH2:15]([O:22][NH:23][CH2:24][CH2:25][N:9]1[C:10](=[O:11])[C:5]2=[CH:4][CH:14]=[CH:13][CH:12]=[C:6]2[C:7]1=[O:8])[C:16]1[CH:21]=[CH:20][CH:19]=[CH:18][CH:17]=1. Procedure: A mixture of 12.30 g. of 2-bromoethyl-phthalimide and 12.31 g. of O-benzylhydroxylamine is warmed to 80° for 48 hours. Ethyl acetate is then added, and the precipitate formed is filtered off with suction. The mother liquor is evaporated in vacuo. 35 ml. of methanol are added to the oily residue and the mixture is left to stand at room temperature overnight. The crystalline precipitate is filtered off with suction and dried. The resulting crude product melts at 90°-91°. Analytically pure N-{2-[(b... Starting materials: CCO, CN1CCC(O)(C[N+](=O)[O-])CC1, [OH-], [OH-], [Pd+2]. Yields the product CN1CCC(O)(CN)CC1. Reaction SMILES: [CH3:13][CH2:14][OH:15].[CH3:1][N:2]1[CH2:3][CH2:4][C:5]([OH:8])([CH2:9][N+:10]([O-:11])=[O:12])[CH2:6][CH2:7]1.[OH-:16].[OH-:18].[Pd+2:17]>>[CH3:1][N:2]1[CH2:3][CH2:4][C:5]([OH:8])([CH2:9][NH2:10])[CH2:6][CH2:7]1. Reactants: OCCOC1=C(C=C(C=C1C)C1=NC2=CC(=CC=C2C(N1)=O)OC)C (2-[4-(2-hydroxy-ethoxy)-3,5-dimethyl-phenyl]-7-methoxy-3H-quinazolin-4-one), C1(=CC=CC=C1)P(C1=CC=CC=C1)C1=CC=CC=C1 (triphenylphosphine), C(Br)(Br)(Br)Br (carbontetrabromide). Run in CN(C)C=O (DMF). Run at time 16 hour. Product: BrCCOC1=C(C=C(C=C1C)C1=NC2=CC(=CC=C2C(N1)=O)OC)C (2-[4(2-bromo-ethoxy)-3,5-dimethyl-phenyl]-7-methoxy3H-quinazolin-4-one). RXN SMILES: O[CH2:2][CH2:3][O:4][C:5]1[C:10]([CH3:11])=[CH:9][C:8]([C:12]2[NH:21][C:20](=[O:22])[C:19]3[C:14](=[CH:15][C:16]([O:23][CH3:24])=[CH:17][CH:18]=3)[N:13]=2)=[CH:7][C:6]=1[CH3:25].C1(P(C2C=CC=CC=2)C2C=CC=CC=2)C=CC=CC=1.C(Br)(Br)(Br)[Br:46]>CN(C=O)C>[Br:46][CH2:2][CH2:3][O:4][C:5]1[C:10]([CH3:11])=[CH:9][C:8]([C:12]2[NH:21][C:20](=[O:22])[C:19]3[C:14](=[CH:15][C:16]([O:23][CH3:24])=[CH:17][CH:18]=3)[N:13]=2)=[CH:7][C:6]=1[CH3:25]. Procedure: To a solution of 2-[4-(2-hydroxy-ethoxy)-3,5-dimethyl-phenyl]-7-methoxy-3H-quinazolin-4-one (1.20 g, 3.52 mmol) in anhydrous DMF (15 mL) were added triphenylphosphine (1.00 g, 3.80 mmol) and carbontetrabromide (1.27 g, 3.80 mmol). The reaction mixture was stirred at room temperature for 16 hours. DMF was removed under reduced pressure. The residue was purified by column chromatography (silica gel 230-400 mesh; 3% methanol in dichloromethane as eluent) to give 2-[4(2-bromo-ethoxy)-3,5-dimethyl-ph... Starting materials: BrC1=CC=C(C=N1)C(=O)C1=CC=CC=C1 ((6-bromopyridin-3-yl)(phenyl)methanone), BrC1=CC=C(C=N1)C(=O)C1=CC=CC=C1 ((6-bromopyridin-3-yl)(phenyl)methanone), Cl.ON (N-hydroxylamine hydrochloride), C([O-])([O-])=O.[Na+].[Na+] (sodium carbonate). Solvent: C(C)O (ethanol). Product: BrC1=CC=C(C=N1)C(=NO)C1=CC=CC=C1 ((6-bromopyridin-3-yl)(phenyl)methanone oxime). Isolated yield 50.0%. RXN SMILES: [Br:1][C:2]1[N:7]=[CH:6][C:5]([C:8]([C:10]2[CH:15]=[CH:14][CH:13]=[CH:12][CH:11]=2)=O)=[CH:4][CH:3]=1.Cl.[OH:17][NH2:18].C(=O)([O-])[O-].[Na+].[Na+]>C(O)C>[Br:1][C:2]1[N:7]=[CH:6][C:5]([C:8]([C:10]2[CH:15]=[CH:14][CH:13]=[CH:12][CH:11]=2)=[N:18][OH:17])=[CH:4][CH:3]=1 |f:1.2,3.4.5|. Procedure details: A solution of (6-bromopyridin-3-yl)(phenyl)methanone, 4-b, (5.2 g, 20 mmol) in 100 ml of 95% ethanol was treated with N-hydroxylamine hydrochloride (4.2 g, 60 mmol) and sodium carbonate (6.36 g, 60 mmol). The resulting mixture was heated at reflux for 3 hours, cooled to room temperature, and concentrated under vacuum. The residue was taken into ethyl acetate (100 mL) followed by washing with water and brine (50 mL each). The organic layer was dried over sodium sulfate and concentrated. The resul... Starting materials: C, COCCn1c(C)nc2cc(C(=O)N(C)C)cc(OCc3ccccc3)c21, CCO, [Pd]. As a reaction SMILES: [C:31].[CH2:1]([c:2]1[cH:3][cH:4][cH:5][cH:6][cH:7]1)[O:8][c:9]1[cH:10][c:11]([C:23](=[O:24])[N:25]([CH3:26])[CH3:27])[cH:12][c:13]2[c:14]1[n:15]([CH2:19][CH2:20][O:21][CH3:22])[c:16]([CH3:18])[n:17]2.[CH3:28][CH2:29][OH:30].[Pd:32]>>[OH:8][c:9]1[cH:10][c:11]([C:23](=[O:24])[N:25]([CH3:26])[CH3:27])[cH:12][c:13]2[c:14]1[n:15]([CH2:19][CH2:20][O:21][CH3:22])[c:16]([CH3:18])[n:17]2. The product is COCCn1c(C)nc2cc(C(=O)N(C)C)cc(O)c21. Starting materials: C([O-])([O-])=O.[Cs+].[Cs+] (cesium carbonate), OC=1C=C(C(=O)C2=CC=CC=C2)C=CC1O (3,4-dihydroxybenzophenone), C([O-])([O-])=O.[Cs+].[Cs+] (cesium carbonate), CC(=O)C (acetone), C(C=C)Br (allylbromide). Conditions: temperature 60 celsius, time 6 hour. The product is C(C=C)OC=1C=C(C(=O)C2=CC=CC=C2)C=CC1OCC=C (3,4-Bis-allyloxy-benzophenone). Yield: 99.0%. Reaction SMILES: [OH:1][C:2]1[CH:3]=[C:4]([CH:13]=[CH:14][C:15]=1[OH:16])[C:5]([C:7]1[CH:12]=[CH:11][CH:10]=[CH:9][CH:8]=1)=[O:6].C(=O)([O-])[O-].[Cs+].[Cs+].[CH2:23](Br)[CH:24]=[CH2:25].[CH3:27][C:28]([CH3:30])=O>>[CH2:23]([O:1][C:2]1[CH:3]=[C:4]([CH:13]=[CH:14][C:15]=1[O:16][CH2:30][CH:28]=[CH2:27])[C:5]([C:7]1[CH:12]=[CH:11][CH:10]=[CH:9][CH:8]=1)=[O:6])[CH:24]=[CH2:25] |f:1.2.3|. Reported procedure: To a suspension of 3,4-dihydroxybenzophenone (2.140 g, 10 mmol) and cesium carbonate (7.010 g, 21.6 mmol) in dry acetone (50 mL) was added allylbromide (5.3 mL, 60 mmol). The mixture was stirred at 60° C. for 6 h and additional allybromide (3.0 mL, 34.7 mmol) and cesium carbonate (3.000 g, 9.2 mmol) were added. The mixture was stirred for 3 h, cooled to room temperature, filtered and washed with EtOAc. The filtrate and washing were combined and evaporated under reduced pressure. The crude produc...